This data is from the Open Reaction Database (ORD), a public repository of structured organic reaction records. The task is: describe an organic reaction: reactants, conditions, products, and yield Reactants: ClC=1C=C2C=3CN4C(CC3NC2=NC1)CCC4 (6-chloro-2,3,4,9,10,10a-hexahydro-1H-3a,8,9-triaza-cyclopenta[b]fluorene), [H-].[Na+] (NaH), O1C(C1)C1=CC=NC=C1 (4-oxiranyl-pyridine). Run in CN(C)C=O (DMF). Conditions: time 16 hour. The product is ClC1=CC2=C(N(C3=C2CN2CCCC2C3)CC(O)C3=CC=NC=C3)N=C1 (3-chloro-11-(2-(pyridin-4-yl)-2-(hydroxy)ethyl) -7,8,9,9a,10,11-hexahydro-5H-pyrido[3′,2′:4,5]pyrrolo[3,2-f]indolizine). RXN SMILES: [Cl:1][C:2]1[CH:3]=[C:4]2[C:12](=[N:13][CH:14]=1)[NH:11][C:10]1[CH2:9][CH:8]3[CH2:15][CH2:16][CH2:17][N:7]3[CH2:6][C:5]2=1.[H-].[Na+].[O:20]1[CH2:22][CH:21]1[C:23]1[CH:28]=[CH:27][N:26]=[CH:25][CH:24]=1>CN(C=O)C>[Cl:1][C:2]1[CH:14]=[N:13][C:12]2[N:11]([CH2:22][CH:21]([C:23]3[CH:28]=[CH:27][N:26]=[CH:25][CH:24]=3)[OH:20])[C:10]3[CH2:9][CH:8]4[N:7]([CH2:17][CH2:16][CH2:15]4)[CH2:6][C:5]=3[C:4]=2[CH:3]=1 |f:1.2|. Procedure details: To a stirred solution of 6-chloro-2,3,4,9,10,10a-hexahydro-1H-3a,8,9-triaza-cyclopenta[b]fluorene (700 mg, 2.82 mmol) in DMF (10 mL) were added portionwise NaH (60%, 338 mg 8.46 mmol) and 4-oxiranyl-pyridine (511 mg, 3.38 mmol). The reaction mass was stirred at RT for 16 h. The progress of reaction was monitored by LCMS. The reaction mass was quenched with ice cold water (200 mL) and extracted with EtOAc (3×150 mL). The combined organic layer was washed with water (10×100 mL) followed by brine (... The reactants are COC(C(=CC(N(C)CC1=CC=C(C=C1)F)=O)O)=O (3-[(4-Fluoro-benzyl)-methyl-carbamoyl]-2-hydroxy-acrylic acid methyl ester), C=O (paraformaldehyde), ClC1=C(C=CC=C1)CCN (2-(2-chlorophenyl)-ethylamine), FC1=CC=C(CN(C(=O)C=2CN(C(C2O)=O)C)C)C=C1 (4-Hydroxy-1-methyl-5-oxo-2,5-dihydro-1H-pyrrole-3-carboxylic acid (4-fluoro-benzyl)-methyl amide). Product: FC1=CC=C(CN(C(=O)C=2CN(C(C2O)=O)CCC2=C(C=CC=C2)Cl)C)C=C1 (1-[2-(Chloro-phenyl)-ethyl]-4-hydroxy-5-oxo-2,5-dihydro-1H-pyrrole-3-carboxylic acid (4-fluoro-benzyl)-methyl amide). As a reaction SMILES: COC(=O)C(O)=CC(=O)N(CC1C=CC(F)=CC=1)C.C=O.[Cl:22][C:23]1[CH:28]=[CH:27][CH:26]=[CH:25][C:24]=1[CH2:29][CH2:30][NH2:31].[F:32][C:33]1[CH:51]=[CH:50][C:36]([CH2:37][N:38]([CH3:49])[C:39]([C:41]2[CH2:42]N(C)[C:44](=[O:47])[C:45]=2[OH:46])=[O:40])=[CH:35][CH:34]=1>>[F:32][C:33]1[CH:51]=[CH:50][C:36]([CH2:37][N:38]([CH3:49])[C:39]([C:41]2[CH2:42][N:31]([CH2:30][CH2:29][C:24]3[CH:25]=[CH:26][CH:27]=[CH:28][C:23]=3[Cl:22])[C:44](=[O:47])[C:45]=2[OH:46])=[O:40])=[CH:35][CH:34]=1. Reported procedure: 3-[(4-Fluoro-benzyl)-methyl-carbamoyl]-2-hydroxy-acrylic acid methyl ester (Compound 1-D) was treated with paraformaldehyde and 2-(2-chlorophenyl)-ethylamine as described in the preparation of Compound 1. HRMS (M+H) calcd for C21H21ClFN2O3: 403.1225. found: 403.1237. 1H NMR (500 MHz, CDCl3) δ: 2.96 (s, 3), 3.05 (t, 2, J=7), 3.75 (t, 2, J=7), 3.99 (s, 2), 4.58 (s, 2), 7.01–7.34 (overlapping m, 8). 13C NMR (125 MHz, CDCl3) δ: 32.37, 34.52, 42.90, 49.36, 51.47, 109.38, 115.66, 115.83, 127.18, 128.3... Starting materials: B(OC(C)C)(OC(C)C)OC(C)C (triisopropyl borate), CCCCCC (hexane), C(CCC)[Li] (n-butyllithium), BrC1=CC=C(C=C1)C=1C2=CC=CC=C2C=2C=CC=CC2C1 (9-(4-bromophenyl)phenanthrene), Cl (hydrochloric acid). Run in C1CCOC1 (THF), C1(=CC=CC=C1)C (toluene). Run at temperature -60 celsius. Product: C1=CC=CC=2C3=CC=CC=C3C(=CC12)C1=CC=C(C=C1)B(O)O (4-(9-phenanthrenyl)phenylboronic acid). Isolated yield 72.4%. As a reaction SMILES: Br[C:2]1[CH:7]=[CH:6][C:5]([C:8]2[C:9]3[C:14]([C:15]4[CH:16]=[CH:17][CH:18]=[CH:19][C:20]=4[CH:21]=2)=[CH:13][CH:12]=[CH:11][CH:10]=3)=[CH:4][CH:3]=1.CCCCCC.C([Li])CCC.[B:33](OC(C)C)([O:38]C(C)C)[O:34]C(C)C.Cl>C1(C)C=CC=CC=1.C1COCC1>[CH:19]1[C:20]2[CH:21]=[C:8]([C:5]3[CH:6]=[CH:7][C:2]([B:33]([OH:38])[OH:34])=[CH:3][CH:4]=3)[C:9]3[C:14](=[CH:13][CH:12]=[CH:11][CH:10]=3)[C:15]=2[CH:16]=[CH:17][CH:18]=1. Procedure: Under an argon gas atmosphere, a mixture of 21.3 g (63.9 mmol) of 9-(4-bromophenyl)phenanthrene and 200 mL of dehydrated THF was cooled down to −60 degrees C., and added with 49.2 mL (76.7 mmol) of hexane solution of 1.56M n-butyllithium in drops while being stirred. Then, the reaction mixture was stirred for two hours at −60 degrees C. The reaction solution was further cooled down to −60 degrees C. and added with 36.1 g (192 mol) of triisopropyl borate in drops. Subsequently, the reaction mixtu... The reactants are ClC(=O)OCC (ethyl chloroformate), N1=CC=CC=C1 (pyridine), NC1=CC=C(C=C1)C1CCN(CC1)C(=O)OC(C)(C)C (t-butyl 4-(4-aminophenyl)-piperidine-1-carboxylate). The solvent is C(Cl)Cl (methylene chloride). Conditions: time 16 hour. Yields the product C(C)OC(=O)NC1=CC=C(C=C1)C1CCN(CC1)C(=O)OC(C)(C)C (t-butyl 4-(4-ethoxycarbonylamino-phenyl)-piperidine-1-carboxylate). Yield: 55.2%. RXN SMILES: [NH2:1][C:2]1[CH:7]=[CH:6][C:5]([CH:8]2[CH2:13][CH2:12][N:11]([C:14]([O:16][C:17]([CH3:20])([CH3:19])[CH3:18])=[O:15])[CH2:10][CH2:9]2)=[CH:4][CH:3]=1.Cl[C:22]([O:24][CH2:25][CH3:26])=[O:23].N1C=CC=CC=1>C(Cl)Cl>[CH2:25]([O:24][C:22]([NH:1][C:2]1[CH:7]=[CH:6][C:5]([CH:8]2[CH2:9][CH2:10][N:11]([C:14]([O:16][C:17]([CH3:20])([CH3:19])[CH3:18])=[O:15])[CH2:12][CH2:13]2)=[CH:4][CH:3]=1)=[O:23])[CH3:26]. Procedure details: 8.84 g (32.0 mmol) of t-butyl 4-(4-aminophenyl)-piperidine-1-carboxylate were dissolved in 150ml of methylene chloride and treated with 3.82 g (35.2 mmol) of ethyl chloroformate in the presence of 2.78 g (35.2 mmol) of pyridine. The reaction mixture was stirred at room temperature for 16 hours. Thereafter, it was washed with water and the organic phase was dried over sodium sulfate, filtered and evaporated. The residue (11.3 g) was chromatographed on 95 g of silica gel 60 with ether/n-hexane (4:... The reactants are CCCCCC, CN[Si](Cl)(Cl)Cl, ClB(Cl)Cl. The product is ClB(Cl)CN[Si](Cl)(Cl)Cl. Reaction SMILES: [CH3:11][CH2:12][CH2:13][CH2:14][CH2:15][CH3:16].[CH3:1][NH:2][Si:3]([Cl:4])([Cl:5])[Cl:6].[Cl:7][B:8]([Cl:9])[Cl:10]>>[CH2:1]([NH:2][Si:3]([Cl:4])([Cl:5])[Cl:6])[B:8]([Cl:7])[Cl:9]. Starting materials: CCOC(=O)CC1OB(O)c2cc(Oc3ccc(Cl)nn3)cc(C)c21, CCOC(C)=O, [K+], [K+], O=C([O-])[O-]. The product is CCOC(=O)CC1OB(O)c2cc(Oc3cccnn3)cc(C)c21. Reaction SMILES: [CH2:1]([CH3:2])[O:3][C:4]([CH2:5][CH:6]1[c:7]2[c:8]([cH:12][c:13]([O:17][c:18]3[n:19][n:20][c:21]([Cl:24])[cH:22][cH:23]3)[cH:14][c:15]2[CH3:16])[B:9]([OH:11])[O:10]1)=[O:25].[CH3:32][CH2:33][O:34][C:35]([CH3:36])=[O:37].[K+:26].[K+:27].[O-:28][C:29]([O-:30])=[O:31]>>[CH2:1]([CH3:2])[O:3][C:4]([CH2:5][CH:6]1[c:7]2[c:8]([cH:12][c:13]([O:17][c:18]3[n:19][n:20][cH:21][cH:22][cH:23]3)[cH:14][c:15]2[CH3:16])[B:9]([OH:11])[O:10]1)=[O:25]. Starting materials: CO, CN(c1cc(C(=O)O)ncn1)C1CCCCC1, CCNS(=O)(=O)c1ccc(N)cc1. The product is CCNS(=O)(=O)c1ccc(NC(=O)c2cc(N(C)C3CCCCC3)ncn2)cc1. RXN SMILES: [CH3:31][OH:32].[CH:1]1([N:7]([c:8]2[cH:9][c:10]([C:14](=[O:15])[OH:16])[n:11][cH:12][n:13]2)[CH3:17])[CH2:2][CH2:3][CH2:4][CH2:5][CH2:6]1.[NH2:18][c:19]1[cH:20][cH:21][c:22]([S:25](=[O:26])(=[O:27])[NH:28][CH2:29][CH3:30])[cH:23][cH:24]1>>[CH:1]1([N:7]([c:8]2[cH:9][c:10]([C:14](=[O:16])[NH:18][c:19]3[cH:20][cH:21][c:22]([S:25](=[O:26])(=[O:27])[NH:28][CH2:29][CH3:30])[cH:23][cH:24]3)[n:11][cH:12][n:13]2)[CH3:17])[CH2:2][CH2:3][CH2:4][CH2:5][CH2:6]1. Reactants: CCOC(C)=O, CCOC(=O)CC(C)c1ccc(C2COc3c(C)c(C)c(NC(=O)CC(C)(C)C)c(C)c32)cc1, CCCCCC. Yields the product Cc1c(C)c2c(c(C)c1NC(=O)CC(C)(C)C)C(c1ccc(C(C)CCO)cc1)CO2. As a reaction SMILES: [C:41]([O:42][CH2:43][CH3:44])(=[O:45])[CH3:46].[CH3:1][C:2]([CH2:3][C:4](=[O:5])[NH:6][c:7]1[c:8]([CH3:32])[c:9]([CH3:31])[c:10]2[c:11]([c:29]1[CH3:30])[CH:12]([c:15]1[cH:16][cH:17][c:18]([CH:21]([CH2:22][C:23](=[O:24])[O:25][CH2:26][CH3:27])[CH3:28])[cH:19][cH:20]1)[CH2:13][O:14]2)([CH3:33])[CH3:34].[CH3:35][CH2:36][CH2:37][CH2:38][CH2:39][CH3:40]>>[CH3:1][C:2]([CH2:3][C:4](=[O:5])[NH:6][c:7]1[c:8]([CH3:32])[c:9]([CH3:31])[c:10]2[c:11]([c:29]1[CH3:30])[CH:12]([c:15]1[cH:16][cH:17][c:18]([CH:21]([CH2:22][CH2:23][OH:24])[CH3:28])[cH:19][cH:20]1)[CH2:13][O:14]2)([CH3:33])[CH3:34]. Reactants: [Na] (sodium), FC(CO)(F)F (2,2,2-trifluoroethanol), ClC1=CC(NC(N1CC1=CC=C(C=C1)C=1C(=CC=CC1)C#N)=O)=O (4′-[(6-chloro-2,4-dioxo-3,4-dihydropyrimidin-1(2H)-yl)methyl]biphenyl-2-carbonitrile), FC(CO)(F)F (2,2,2-trifluoroethanol). Run at temperature 100 celsius, time 4 hour. The product is O=C1N(C(=CC(N1)=O)OCC(F)(F)F)CC1=CC=C(C=C1)C=1C(=CC=CC1)C#N (4′-{[2,4-dioxo-6-(2,2,2-trifluoroethoxy)-3,4-dihydropyrimidin-1(2H)-yl]methyl}biphenyl-2-carbonitrile). Isolated yield 30.0%. Reaction SMILES: Cl[C:2]1[N:7]([CH2:8][C:9]2[CH:14]=[CH:13][C:12]([C:15]3[C:16]([C:21]#[N:22])=[CH:17][CH:18]=[CH:19][CH:20]=3)=[CH:11][CH:10]=2)[C:6](=[O:23])[NH:5][C:4](=[O:24])[CH:3]=1.[Na].[F:26][C:27]([F:31])([F:30])[CH2:28][OH:29]>>[O:23]=[C:6]1[NH:5][C:4](=[O:24])[CH:3]=[C:2]([O:29][CH2:28][C:27]([F:31])([F:30])[F:26])[N:7]1[CH2:8][C:9]1[CH:14]=[CH:13][C:12]([C:15]2[C:16]([C:21]#[N:22])=[CH:17][CH:18]=[CH:19][CH:20]=2)=[CH:11][CH:10]=1 |^1:24|. Procedure: To a mixture of 4′-[(6-chloro-2,4-dioxo-3,4-dihydropyrimidin-1(2H)-yl)methyl]biphenyl-2-carbonitrile (2.7 g) and 2,2,2-trifluoroethanol (70 mL) was added a solution of sodium (0.28 g) in 2,2,2-trifluoroethanol (10 mL), and the mixture was stirred at 100° C. for 4 hr. The reaction mixture was concentrated under reduced pressure, and the obtained residue was extracted with chloroform and 1N hydrochloric acid. The chloroform layer was washed with saturated brine, and dried over anhydrous magnesium ... The reactants are BrCCO[Si](C)(C)C(C)(C)C ((2-bromoethoxy)-tert-butyldimethylsilane), ClC=1C=C(C(=O)N[C@@H](CC2=CC=C(C=C2)C=2N=C(N(C2)C)C(C)=NO)CCO)C=CC1OC(C)C ((S)-3-chloro-N-(4-hydroxy-1-(4-(2-(1-(hydroxyimino)ethyl)-1-methyl-1H-imidazol-4-yl)phenyl)butan-2-yl)-4-isopropoxybenzamide), CN(C)C=O (DMF), [H-].[Na+] (NaH), CN(C)C=O (DMF). Solvent: CCOC(=O)C (EtOAc). Reaction conditions: time 1.5 hour. The product is ClC=1C=C(C(=O)N[C@@H](CC2=CC=C(C=C2)C=2N=C(N(C2)C)C2(OCCO2)C)CCO)C=CC1OC(C)C ((S)-3-chloro-N-(4-hydroxy-1-(4-(1-methyl-2-(2-methyl-1,3-dioxolan-2-yl)-1H-imidazol-4-yl)phenyl)butan-2-yl)-4-isopropoxybenzamide). Isolated yield 41.0%. Reaction SMILES: [H-].[Na+].[Cl:3][C:4]1[CH:5]=[C:6]([CH:31]=[CH:32][C:33]=1[O:34][CH:35]([CH3:37])[CH3:36])[C:7]([NH:9][C@H:10]([CH2:28][CH2:29][OH:30])[CH2:11][C:12]1[CH:17]=[CH:16][C:15]([C:18]2[N:19]=[C:20]([C:24](=NO)[CH3:25])[N:21]([CH3:23])[CH:22]=2)=[CH:14][CH:13]=1)=[O:8].Br[CH2:39][CH2:40][O:41][Si](C(C)(C)C)(C)C.CN(C=[O:53])C>CCOC(C)=O>[Cl:3][C:4]1[CH:5]=[C:6]([CH:31]=[CH:32][C:33]=1[O:34][CH:35]([CH3:36])[CH3:37])[C:7]([NH:9][C@H:10]([CH2:28][CH2:29][OH:30])[CH2:11][C:12]1[CH:17]=[CH:16][C:15]([C:18]2[N:19]=[C:20]([C:24]3([CH3:25])[O:41][CH2:40][CH2:39][O:53]3)[N:21]([CH3:23])[CH:22]=2)=[CH:14][CH:13]=1)=[O:8] |f:0.1|. Procedure: To a suspension of NaH (0.39 g, 9.3 mmol) in DMF (15 mL) was added a solution of 3 (1.9 g, 6.5 mmol) in DMF (10 mL) at 0° C. under nitrogen. The reaction was stirred for 1.5 hour, and then (2-bromoethoxy)-tert-butyldimethylsilane (2.09 mL, 9.7 mmol) was added. The reaction mixture was stirred overnight, diluted with EtOAc, quenched with aqueous ammonium chloride solution, and extracted with EtOAc (3×50 mL). The organic layers were combined and dried over Na2SO4. Purification with biotage (EtOAc)...